Dataset: the Open Reaction Database (ORD), a public repository of structured organic reaction records. Task: describe an organic reaction: reactants, conditions, products, and yield Starting materials: C(C)(=O)OCC=1CS[C@H]2N(C1C(=O)[O-])C(C2NC(COC2=CC=CC=C2)=O)=O.[Na+] (sodium 3-acetoxymethyl-7-phenoxyacetamido-3-cephem-4-carboxylate), O.O.O.O.O.O.[Br-].[Mg+2].[Br-] (magnesium bromide hexahydrate). Solvent: CO (methanol). Reaction conditions: temperature 70 celsius, time 2 hour. The product is COCC=1CS[C@H]2N(C1C(=O)O)C(C2NC(COC2=CC=CC=C2)=O)=O (3-methoxymethyl-7-phenoxyacetamido-3-cephem-4-carboxylic acid). As a reaction SMILES: [C:1]([O:4][CH2:5][C:6]1[CH2:7][S:8][C@@H:9]2[CH:16]([NH:17][C:18](=[O:27])[CH2:19][O:20][C:21]3[CH:26]=[CH:25][CH:24]=[CH:23][CH:22]=3)[C:15](=[O:28])[N:10]2[C:11]=1[C:12]([O-:14])=[O:13])(=O)C.[Na+].O.O.O.O.O.O.[Br-].[Mg+2].[Br-]>CO>[CH3:1][O:4][CH2:5][C:6]1[CH2:7][S:8][C@@H:9]2[CH:16]([NH:17][C:18](=[O:27])[CH2:19][O:20][C:21]3[CH:22]=[CH:23][CH:24]=[CH:25][CH:26]=3)[C:15](=[O:28])[N:10]2[C:11]=1[C:12]([OH:14])=[O:13] |f:0.1,2.3.4.5.6.7.8.9.10|. Procedure details: 2 g of sodium 3-acetoxymethyl-7-phenoxyacetamido-3-cephem-4-carboxylate were dissolved in 20 ml of 35% v/v aqueous methanol, and 25 g of magnesium bromide hexahydrate were added to the solution. The resulting mixture was heated and stirred at 70° C. for 2 hours, after which it was treated as described in Example 2, to give 3-methoxymethyl-7-phenoxyacetamido-3-cephem-4-carboxylic acid in the form of a yellow solid. Reactants: C([O-])(O)=O.[Na+] (sodium bicarbonate), ClC=1C=CC2=C(C(=NC(C(=N2)NN)CC(C)C)C2=CC=CC=C2)C1 (7-chloro-2-hydrazino-3-isobutyl-5-phenyl-3H-1,4-benzodiazepine), C(OCC)(OCC)OCC (triethyl orthoformate), S(O)(O)(=O)=O (sulfuric acid). The solvent is C(C)O (ethanol). Product: ClC=1C=CC2=C(C(=NC(C=3N2C=NN3)CC(C)C)C3=CC=CC=C3)C1 (8-chloro-4-isobutyl-6-phenyl-4H-s-triazolo [4,3-a][1,4] benzodiazepine). Reaction SMILES: [Cl:1][C:2]1[CH:3]=[CH:4][C:5]2[N:11]=[C:10]([NH:12][NH2:13])[CH:9]([CH2:14][CH:15]([CH3:17])[CH3:16])[N:8]=[C:7]([C:18]3[CH:23]=[CH:22][CH:21]=[CH:20][CH:19]=3)[C:6]=2[CH:24]=1.[CH:25](OCC)(OCC)OCC.S(=O)(=O)(O)O.C(=O)(O)[O-].[Na+]>C(O)C>[Cl:1][C:2]1[CH:3]=[CH:4][C:5]2[N:11]3[CH:25]=[N:13][N:12]=[C:10]3[CH:9]([CH2:14][CH:15]([CH3:17])[CH3:16])[N:8]=[C:7]([C:18]3[CH:19]=[CH:20][CH:21]=[CH:22][CH:23]=3)[C:6]=2[CH:24]=1 |f:3.4|. Reported procedure: To a mixture of 1.7 parts of 7-chloro-2-hydrazino-3-isobutyl-5-phenyl-3H-1,4-benzodiazepine prepared in Examples 8 and 11, 3.7 parts of triethyl orthoformate and 40 parts by volume of ethanol, is added 1 part of concentrated sulfuric acid with stirring and ice-cooling. The mixture is stirred for about 20 minutes at room temperature. After completion of reaction, the mixture is neutralized with sodium bicarbonate, followed by extraction with chloroform. The chloroform layer is washed with water a...